Dataset: the Open Reaction Database (ORD), a public repository of structured organic reaction records. Task: describe an organic reaction: reactants, conditions, products, and yield Reactants: B(Br)(Br)Br (BBr3), ClC=1C=C(C=CC1Cl)NC1=NC=NC(=C1)COC (N-(3,4-dichlorophenyl)-6-(methoxymethyl)pyrimidin-4-amine), C(=O)([O-])[O-].[Na+].[Na+] (Na2CO3). Solvent: C(Cl)Cl (DCM). Reaction conditions: time 30 minute. The product is ClC=1C=C(C=CC1Cl)NC1=CC(=NC=N1)CO ((6-(3,4-dichlorophenylamino)pyrimidin-4-yl)methanol). Isolated yield 96.4%. Reaction SMILES: B(Br)(Br)Br.[Cl:5][C:6]1[CH:7]=[C:8]([NH:13][C:14]2[CH:19]=[C:18]([CH2:20][O:21]C)[N:17]=[CH:16][N:15]=2)[CH:9]=[CH:10][C:11]=1[Cl:12].C([O-])([O-])=O.[Na+].[Na+]>C(Cl)Cl>[Cl:5][C:6]1[CH:7]=[C:8]([NH:13][C:14]2[N:15]=[CH:16][N:17]=[C:18]([CH2:20][OH:21])[CH:19]=2)[CH:9]=[CH:10][C:11]=1[Cl:12] |f:2.3.4|. Reported procedure: BBr3 (0.399 ml, 4.22 mmol) was added dropwise to a stirred solution of N-(3,4-dichlorophenyl)-6-(methoxymethyl)pyrimidin-4-amine (0.3 g, 1.056 mmol) in DCM (4.0 mL) at 0° C. The mixture was further stirred for 30 min and poured onto ice water. The pH was adjusted to 10 using sat. Na2CO3 solution. The resulting suspension was extracted with ethyl acetate. The organic layer was isolated and dried over K2CO3 and concentrated to give (6-(3,4-dichlorophenylamino)pyrimidin-4-yl)methanol as a brown sol...